From a dataset of the Open Reaction Database (ORD), a public repository of structured organic reaction records. describe an organic reaction: reactants, conditions, products, and yield Reactants: C(C)(C)(C)OC(N[C@@H]1C(NC2=CC=C(C=C2C1)Br)=O)=O ((S)-(6-Bromo-2-oxo-1,2,3,4-tetrahydroquinolin-3-yl)-carbamic acid tert-butyl ester), C(C)(C)(C)OC(NC1C(N(C2=CC=C(C=C2C1)Br)CC1=CC=CC=C1)=O)=O ((1-Benzyl-6-bromo-2-oxo-1,2,3,4-tetrahydroquinolin-3-yl)-carbamic acid tert-butyl ester). Yields the product C(C)(C)(C)OC(N[C@@H]1C(N(C2=CC=C(C=C2C1)Br)CC1=CC=CC=C1)=O)=O ((S)-(1-Benzyl-6-bromo-2-oxo-1,2,3,4-tetrahydroquinolin-3-yl)-carbamic acid tert-butyl ester). RXN SMILES: C(OC(=O)N[C@H]1CC2C(=CC=C(Br)C=2)NC1=O)(C)(C)C.[C:21]([O:25][C:26](=[O:47])[NH:27][CH:28]1[CH2:37][C:36]2[C:31](=[CH:32][CH:33]=[C:34]([Br:38])[CH:35]=2)[N:30]([CH2:39][C:40]2[CH:45]=[CH:44][CH:43]=[CH:42][CH:41]=2)[C:29]1=[O:46])([CH3:24])([CH3:23])[CH3:22]>>[C:21]([O:25][C:26](=[O:47])[NH:27][C@H:28]1[CH2:37][C:36]2[C:31](=[CH:32][CH:33]=[C:34]([Br:38])[CH:35]=2)[N:30]([CH2:39][C:40]2[CH:41]=[CH:42][CH:43]=[CH:44][CH:45]=2)[C:29]1=[O:46])([CH3:24])([CH3:22])[CH3:23]. Reported procedure: The title compound was prepared from 8B according to the procedures described in 3C. The reactants are C1COCCN1, CCCCO, CCN(C(C)C)C(C)C, Cc1cc(Nc2cc(Cl)nc(NC(C)c3ccc(F)cn3)n2)n[nH]1. The product is Cc1cc(Nc2cc(N3CCOCC3)nc(NC(C)c3ccc(F)cn3)n2)n[nH]1. RXN SMILES: [CH2:25]1[CH2:26][O:27][CH2:28][CH2:29][NH:30]1.[CH2:40]([OH:41])[CH2:42][CH2:43][CH3:44].[CH:31]([N:32]([CH2:33][CH3:34])[CH:35]([CH3:36])[CH3:37])([CH3:38])[CH3:39].[Cl:1][c:2]1[cH:3][c:4]([NH:18][c:19]2[n:20][nH:21][c:22]([CH3:24])[cH:23]2)[n:5][c:6]([NH:8][CH:9]([CH3:10])[c:11]2[n:12][cH:13][c:14]([F:17])[cH:15][cH:16]2)[n:7]1>>[c:2]1([N:30]2[CH2:25][CH2:26][O:27][CH2:28][CH2:29]2)[cH:3][c:4]([NH:18][c:19]2[n:20][nH:21][c:22]([CH3:24])[cH:23]2)[n:5][c:6]([NH:8][CH:9]([CH3:10])[c:11]2[n:12][cH:13][c:14]([F:17])[cH:15][cH:16]2)[n:7]1. Reactants: FC1=CC=C(CN2C(C=3C(=CN=C(C3CC2)NS(=O)(=O)C)OC)=O)C=C1 (N-[6-(4-fluorobenzyl)-4-methoxy-5-oxo-5,6,7,8-tetrahydro-2,6-naphthyridin-1-yl]methanesulfonamide), C(=O)([O-])[O-].[Cs+].[Cs+] (Cs2CO3), CI (MeI), CI (MeI). The solvent is CN(C)C=O (DMF). Run at time 2 hour. Product: FC1=CC=C(CN2C(C=3C(=CN=C(C3CC2)N(S(=O)(=O)C)C)OC)=O)C=C1 (N-[6-(4-Fluorobenzyl)-4-methoxy-5-oxo-5,6,7,8-tetrahydro-2,6-naphthyridin-1-yl]-N-methylmethanesulfonamide). As a reaction SMILES: [F:1][C:2]1[CH:26]=[CH:25][C:5]([CH2:6][N:7]2[CH2:16][CH2:15][C:14]3[C:13]([NH:17][S:18]([CH3:21])(=[O:20])=[O:19])=[N:12][CH:11]=[C:10]([O:22][CH3:23])[C:9]=3[C:8]2=[O:24])=[CH:4][CH:3]=1.[C:27]([O-])([O-])=O.[Cs+].[Cs+].CI>CN(C=O)C>[F:1][C:2]1[CH:3]=[CH:4][C:5]([CH2:6][N:7]2[CH2:16][CH2:15][C:14]3[C:13]([N:17]([CH3:27])[S:18]([CH3:21])(=[O:20])=[O:19])=[N:12][CH:11]=[C:10]([O:22][CH3:23])[C:9]=3[C:8]2=[O:24])=[CH:25][CH:26]=1 |f:1.2.3|. Reported procedure: To a solution of N-[6-(4-fluorobenzyl)-4-methoxy-5-oxo-5,6,7,8-tetrahydro-2,6-naphthyridin-1-yl]methanesulfonamide (0.097 g, 0.256 mmol) in DMF (2 mL) was added Cs2CO3 (0.083 g, 0.256 mmol) and MeI (0.04 g, 0.28 mmol, dissolved in DMF). After stirring for 2 hours, additional MeI (0.02 g, 0.14 mmol) was added. The product mixture was concentrated. The residue was partitioned between CHCl3 and pH 7 buffer. The organic extract was dried with Na2SO4, filtered, and concentrated under vacuum to provid... Starting materials: C[C@H]1NCCNC1 ((R)-2-methyl-piperazine), BrC=1C=CC(=NC1)C#N (5-bromo 2-cyanopyridine), tris(dibenzylidineacetone)dipalladium (0), C1(=CC=CC=C1)P(C1=C(C2=CC=CC=C2C=C1)C1=C(C=CC2=CC=CC=C12)P(C1=CC=CC=C1)C1=CC=CC=C1)C1=CC=CC=C1 (rac-2,2′-bis(diphenylphosphino)-1,1′-binaphtyl), CC(C)([O-])C.[Na+] (sodium tert-butoxide). Solvent: C1(=CC=CC=C1)C (Toluene), ClCCl (dichloromethane). Product: C[C@@H]1CN(CCN1)C=1C=CC(=NC1)C#N (5-[(3R)-3-methylpiperazin-1-yl]pyridine-2-carbonitrile), oil. Yield: 39.1%. As a reaction SMILES: [CH3:1][C@@H:2]1[CH2:7][NH:6][CH2:5][CH2:4][NH:3]1.Br[C:9]1[CH:10]=[CH:11][C:12]([C:15]#[N:16])=[N:13][CH:14]=1.C1(P(C2C=CC=CC=2)C2C=CC3C(=CC=CC=3)C=2C2C3C(=CC=CC=3)C=CC=2P(C2C=CC=CC=2)C2C=CC=CC=2)C=CC=CC=1.CC(C)([O-])C.[Na+]>ClCCl.C1(C)C=CC=CC=1>[CH3:1][C@H:2]1[NH:3][CH2:4][CH2:5][N:6]([C:9]2[CH:10]=[CH:11][C:12]([C:15]#[N:16])=[N:13][CH:14]=2)[CH2:7]1 |f:3.4|. Reported procedure: A mixture of (R)-2-methyl-piperazine (1.0 g, 9.98 mmol), 5-bromo 2-cyanopyridine (1.66 g, 9.08 mmol), tris(dibenzylidineacetone)dipalladium (0) (83.15 mg, 0.0908 mmol), rac-2,2′-bis(diphenylphosphino)-1,1′-binaphtyl (169.37 mg, 0.272 mmol) and sodium tert-butoxide (1.09 g, 11.35 mmol) were charged to a microwave vial. Toluene (10.0 mL) was introduced under nitrogen atmosphere and the reaction mixture was irradiated at 110° C. for 35 minutes. Reaction was complete as determined by TLC. Reaction m... The reactants are ClC1=C(C=C(C(=C1)Cl)C)CC#N ((2,4-dichloro-5-methylphenyl)acetonitrile), BrCCBr (1,2-dibromoethane), solution, [OH-].[Na+] (sodium hydroxide). Reagents/catalysts: [Cl-].C(C1=CC=CC=C1)[N+](CC)(CC)CC (benzyltriethylammonium-chloride). Run in COC(C)(C)C (tert-butyl methyl ether). Yields the product ClC1=C(C=C(C(=C1)Cl)C)C1(CC1)C#N (1-(2,4-dichloro-5-methylphenyl)cyclopropanecarbonitrile). Isolated yield 72.9%. Reaction SMILES: [Cl:1][C:2]1[CH:7]=[C:6]([Cl:8])[C:5]([CH3:9])=[CH:4][C:3]=1[CH2:10][C:11]#[N:12].Br[CH2:14][CH2:15]Br.[OH-].[Na+]>[Cl-].C([N+](CC)(CC)CC)C1C=CC=CC=1.COC(C)(C)C>[Cl:1][C:2]1[CH:7]=[C:6]([Cl:8])[C:5]([CH3:9])=[CH:4][C:3]=1[C:10]1([C:11]#[N:12])[CH2:15][CH2:14]1 |f:2.3,4.5|. Procedure details: To a mixture of (2,4-dichloro-5-methylphenyl)acetonitrile (385 mg) and 1,2-dibromoethane (1.0 g) were added benzyltriethylammonium-chloride (44 mg) and a 50% solution of sodium hydroxide (0.8 ml) and the mixture was stirred overnight at room temperature. Ice-cold water and tert-butyl methyl ether were added to the reaction mixture and the organic layer was separated. The obtained organic layer was sequentially washed with water (twice) and brine. After drying over anhydrous magnesium sulfate, th... Reactants: C[Li] (methyl lithium), FC1=NC=C(C=C1)C(=O)O (2-fluoro-5-pyridinecarboxylic acid), ice water. Solvent: CCOCC (ether), CCOCC (ether). Reaction conditions: time 2 hour. Product: C(C)(=O)C=1C=CC(=NC1)F (5-Acetyl-2-fluoropyridine). As a reaction SMILES: [F:1][C:2]1[CH:7]=[CH:6][C:5]([C:8]([OH:10])=O)=[CH:4][N:3]=1.[CH3:11][Li]>CCOCC>[C:8]([C:5]1[CH:6]=[CH:7][C:2]([F:1])=[N:3][CH:4]=1)(=[O:10])[CH3:11]. Procedure details: To a suspension of 20 gm. (142 mmoles) of 2-fluoro-5-pyridinecarboxylic acid (J. Am. Chem. Soc., 71, 1125 (1949)) in 750 ml of ether, stirred and cooled in ice, was added 225 ml of 1.6M methyl lithium (360 mmoles) in ether over 1 hour. The reaction was stirred for an additional 2 hours, then 300 ml of ice water was added. The aqueous layer was washed with 2×100 ml fresh ether, acidified and extracted with ether to give 5.0 gm. (25%) of unreacted starting acid. The reactants are CC1CNCC(C)C1, CC(C)=O, N#CCc1ccc(CCCCl)cc1, [I-], [Na+]. The product is CC1CC(C)CN(CCCc2ccc(CC#N)cc2)C1. As a reaction SMILES: [CH3:16][CH:17]1[CH2:18][NH:19][CH2:20][CH:21]([CH3:23])[CH2:22]1.[CH3:24][C:25](=[O:26])[CH3:27].[Cl:1][CH2:2][CH2:3][CH2:4][c:5]1[cH:6][cH:7][c:8]([CH2:9][C:10]#[N:11])[cH:12][cH:13]1.[I-:15].[Na+:14]>>[CH2:2]([CH2:3][CH2:4][c:5]1[cH:6][cH:7][c:8]([CH2:9][C:10]#[N:11])[cH:12][cH:13]1)[N:19]1[CH2:18][CH:17]([CH3:16])[CH2:22][CH:21]([CH3:23])[CH2:20]1. The reactants are CCOC(=O)/N=N/C(=O)OCC (DEAD), COC(=O)C=1NC2=CC=CC(=C2C1)O (4-Hydroxy-1H-indole-2-carboxylic acid methyl ester), C1(=CC=CC=C1)P(C1=CC=CC=C1)C1=CC=CC=C1 (triphenylphosphine), CC(CO)(C)C (2,2-Dimethyl-propan-1-ol). Solvent: C1CCOC1 (THF). Conditions: time 20 hour. The product is COC(=O)C=1NC2=CC=CC(=C2C1)OCC(C)(C)C (4-(2,2-Dimethyl-propoxy)-1H-indole-2-carboxylic acid methyl ester). RXN SMILES: CCOC(/N=N/C(OCC)=O)=O.[CH3:13][O:14][C:15]([C:17]1[NH:18][C:19]2[C:24]([CH:25]=1)=[C:23]([OH:26])[CH:22]=[CH:21][CH:20]=2)=[O:16].C1(P(C2C=CC=CC=2)C2C=CC=CC=2)C=CC=CC=1.[CH3:46][C:47]([CH3:51])([CH3:50])[CH2:48]O>C1COCC1>[CH3:13][O:14][C:15]([C:17]1[NH:18][C:19]2[C:24]([CH:25]=1)=[C:23]([O:26][CH2:46][C:47]([CH3:51])([CH3:50])[CH3:48])[CH:22]=[CH:21][CH:20]=2)=[O:16]. Procedure: DEAD (0.414 ml, 2.66 mmol) is slowly added to a solution of 4-Hydroxy-1H-indole-2-carboxylic acid methyl ester 75 (363 mg, 1.9 mmol), triphenylphosphine (698 mg, 2.66 mmol) and 2,2-Dimethyl-propan-1-ol (228 mg, 2.58 mmol) in 8 ml of THF. Stirring is continued for 20 hours and the solvent is then evaporated. The crude mixture is purified by chromatography on silicagel using cyclohexane/EtOAc (9/1). Starting materials: CCOC(=O)COc1c(C(=O)OC)sc(-c2cccc(N)c2)c1C, CCOC(C)=O, O=S(=O)(Cl)CC(F)(F)F, c1ccncc1. Product: CCOC(=O)COc1c(C(=O)OC)sc(-c2cccc(NS(=O)(=O)CC(F)(F)F)c2)c1C. Reaction SMILES: [CH3:1][O:2][C:3](=[O:4])[c:5]1[s:6][c:7](-[c:18]2[cH:19][c:20]([NH2:24])[cH:21][cH:22][cH:23]2)[c:8]([CH3:17])[c:9]1[O:10][CH2:11][C:12](=[O:13])[O:14][CH2:15][CH3:16].[CH3:40][CH2:41][O:42][C:43](=[O:44])[CH3:45].[F:25][C:26]([CH2:27][S:28](=[O:29])(=[O:30])[Cl:31])([F:32])[F:33].[cH:34]1[cH:35][cH:36][n:37][cH:38][cH:39]1>>[CH3:1][O:2][C:3](=[O:4])[c:5]1[s:6][c:7](-[c:18]2[cH:19][c:20]([NH:24][S:28]([CH2:27][C:26]([F:25])([F:32])[F:33])(=[O:29])=[O:30])[cH:21][cH:22][cH:23]2)[c:8]([CH3:17])[c:9]1[O:10][CH2:11][C:12](=[O:13])[O:14][CH2:15][CH3:16]. Starting materials: C(=O)OCC (Ethyl formate), ClC1=CC=C(C=C1)S(=O)(=O)N1C2CC(CC1CC(C2)C2=NC(=NO2)C)=O (9-[(4-Chlorophenyl)sulfonyl]-7-(3-methyl-1,2,4-oxadiazol-5-yl)-9-azabicyclo[3.3.1]nonan-3-one), [O-]CC.[Na+] (sodium ethoxide). The solvent is C1CCOC1.CCO (THF EtOH). Conditions: temperature 50 celsius, time 1 hour. Product: ClC1=CC=C(C=C1)S(=O)(=O)N1C2C(C(CC1CC(C2)C2=NC(=NO2)C)=O)=CO (9-[(4-Chlorophenyl)sulfonyl]-2-(hydroxymethylidene)-7-(3-methyl-1,2,4-oxadiazol-5-yl)-9-azabicyclo[3.3.1]nonan-3-one). RXN SMILES: [Cl:1][C:2]1[CH:7]=[CH:6][C:5]([S:8]([N:11]2[CH:16]3[CH2:17][CH:18]([C:20]4[O:24][N:23]=[C:22]([CH3:25])[N:21]=4)[CH2:19][CH:12]2[CH2:13][C:14](=[O:26])[CH2:15]3)(=[O:10])=[O:9])=[CH:4][CH:3]=1.[CH:27](OCC)=[O:28].[O-]CC.[Na+]>C1COCC1.CCO>[Cl:1][C:2]1[CH:3]=[CH:4][C:5]([S:8]([N:11]2[CH:12]3[CH2:19][CH:18]([C:20]4[O:24][N:23]=[C:22]([CH3:25])[N:21]=4)[CH2:17][CH:16]2[C:15](=[CH:27][OH:28])[C:14](=[O:26])[CH2:13]3)(=[O:9])=[O:10])=[CH:6][CH:7]=1 |f:2.3,4.5|. Procedure: 9-[(4-Chlorophenyl)sulfonyl]-7-(3-methyl-1,2,4-oxadiazol-5-yl)-9-azabicyclo[3.3.1]nonan-3-one (52) (0.357 g, 0.902 mmol) was dissolved in THF/EtOH (2 mL, 1/1, v/v). Ethyl formate (0.725 mL, 9.02 mmol) was added followed by sodium ethoxide (1.01 mL of 21% solution in EtOH). The resulting mixture was stirred at 50° C. for 1 hour after which the solution was cooled back to room temperature and quenched by the addition of saturated aqueous NH4Cl. The resulting mixture was extracted with EtOAc and th...